Dataset: the Open Reaction Database (ORD), a public repository of structured organic reaction records. Task: describe an organic reaction: reactants, conditions, products, and yield Starting materials: S1CSCSC1 (1,3,5-trithiane), C(CCC)[Li] (n-butyl lithium), CC(=O)C1=CC=C(C=C1)OC2=CC=CC=C2 (4-phenoxyacetophenone). Run in O1CCCC1 (tetrahydrofuran), O1CCCC1 (tetrahydrofuran). Reaction conditions: temperature -60 celsius, time 2 hour. Product: O(C1=CC=CC=C1)C1=CC=C(C=C1)C(C)(O)C1SCSCS1 (2-{1-(4-Phenoxyphenyl)-1-hydroxyethan-1-yl}-1,3,5-trithiane). Yield: 51.6%. As a reaction SMILES: [S:1]1[CH2:6][S:5][CH2:4][S:3][CH2:2]1.C([Li])CCC.[CH3:12][C:13]([C:15]1[CH:20]=[CH:19][C:18]([O:21][C:22]2[CH:27]=[CH:26][CH:25]=[CH:24][CH:23]=2)=[CH:17][CH:16]=1)=[O:14]>O1CCCC1>[O:21]([C:18]1[CH:17]=[CH:16][C:15]([C:13]([CH:2]2[S:3][CH2:4][S:5][CH2:6][S:1]2)([OH:14])[CH3:12])=[CH:20][CH:19]=1)[C:22]1[CH:27]=[CH:26][CH:25]=[CH:24][CH:23]=1. Procedure details: In 30 ml of anhydrous tetrahydrofuran was suspended 2.6 g of 1,3,5-trithiane, and 12 ml of 1.6M n-butyl lithium was added dropwise under an argon atmosphere at a temperature of about -20° C. After completion of the dropwise addition, the resulting mixture was stirred for 2 hours. Next, the reaction mixture was cooled to about -60° C., and then a solution of 4.0 g of 4-phenoxyacetophenone dissolved in 10 ml of tetrahydrofuran was dropped thereinto. After completion of the dropping, the reaction t...